Dataset: the Open Reaction Database (ORD), a public repository of structured organic reaction records. Task: describe an organic reaction: reactants, conditions, products, and yield Starting materials: C(C)(C)(C)OC(=O)N[C@H](C(=O)N[C@H](C(=O)O)CC1=CC(=C(C=C1)OCC(=O)OC)C(=O)OC)CC1=CC=CC=C1 ((2S)-2-({(2S)-2-[(tert-butoxycarbonyl)amino]-3-phenylpropanoyl}amino)-3-[3-(methoxycarbonyl)-4-(2-methoxy-2-oxoethoxy)phenyl]propanoic acid), Cl.C(C1=CC=CC=C1)N1C=C(C2=CC=CC=C12)CCN (2-(1-benzyl-1H-indol-3-yl)ethylamine hydrochloride). Yields the product C(C1=CC=CC=C1)N1C=C(C2=CC=CC=C12)CCNC([C@H](CC=1C=CC(=C(C(=O)O)C1)OCC(=O)O)NC([C@H](CC1=CC=CC=C1)NC(=O)OC(C)(C)C)=O)=O (5-[(2S)-3-{[2-(1-benzyl-1H-indol-3-yl)ethyl]amino}-2-({(2S)-2-[(tert-butoxycarbonyl)amino]-3-phenylpropanoyl}amino)-3-oxopropyl]-2-(carboxymethoxy)benzoic Acid). Isolated yield 48.4%. As a reaction SMILES: [C:1]([O:5][C:6]([NH:8][C@@H:9]([CH2:34][C:35]1[CH:40]=[CH:39][CH:38]=[CH:37][CH:36]=1)[C:10]([NH:12][C@@H:13]([CH2:17][C:18]1[CH:23]=[CH:22][C:21]([O:24][CH2:25][C:26]([O:28]C)=[O:27])=[C:20]([C:30]([O:32]C)=[O:31])[CH:19]=1)[C:14](O)=[O:15])=[O:11])=[O:7])([CH3:4])([CH3:3])[CH3:2].Cl.[CH2:42]([N:49]1[C:57]2[C:52](=[CH:53][CH:54]=[CH:55][CH:56]=2)[C:51]([CH2:58][CH2:59][NH2:60])=[CH:50]1)[C:43]1[CH:48]=[CH:47][CH:46]=[CH:45][CH:44]=1>>[CH2:42]([N:49]1[C:57]2[C:52](=[CH:53][CH:54]=[CH:55][CH:56]=2)[C:51]([CH2:58][CH2:59][NH:60][C:14](=[O:15])[C@@H:13]([NH:12][C:10](=[O:11])[C@@H:9]([NH:8][C:6]([O:5][C:1]([CH3:2])([CH3:3])[CH3:4])=[O:7])[CH2:34][C:35]2[CH:36]=[CH:37][CH:38]=[CH:39][CH:40]=2)[CH2:17][C:18]2[CH:23]=[CH:22][C:21]([O:24][CH2:25][C:26]([OH:28])=[O:27])=[C:20]([CH:19]=2)[C:30]([OH:32])=[O:31])=[CH:50]1)[C:43]1[CH:44]=[CH:45][CH:46]=[CH:47][CH:48]=1 |f:1.2|. Reported procedure: Synthesis was performed from (2S)-2-({(2S)-2-[(tert-butoxycarbonyl)amino]-3-phenylpropanoyl}amino)-3-[3-(methoxycarbonyl)-4-(2-methoxy-2-oxoethoxy)phenyl]propanoic acid (73 mg, 0.13 mmol) and 2-(1-benzyl-1H-indol-3-yl)ethylamine hydrochloride (45 mg, 0.16 mmol) according to Method C to give the title compound (48 mg). 1H-NMR (400 MHz, CD3OD) d 7.56 (d, J=7.6 Hz, 1H), 6.81 (d, J=8.5 Hz, 1H), 5.28 (s, 2H), 4.69 (s, 2H), 4.48 (m, 1H), 4.22 (dd, J=5.2 Hz, J=9.2 Hz, 1H), 3.52 (m, 1H), 3.38 (m, 1H), 2... Starting materials: N(=[N+]=[N-])C1CCC=2N(C3=CC=CC=C3C2CC(=O)OCCC)C1 (propyl (7-azido-6,7,8,9-tetrahydropyrido[1,2-α]indol-10-yl)acetate), [OH-].[Na+] (sodium hydroxide), FC1=CC=C(C=C1)C(C)(C#C)O (2-(4-fluorophenyl)but-3-yn-2-ol), solution. Run at time 2 hour. Yields the product FC1=CC=C(C=C1)C(C)(O)C1=CN=NN1C1CCC=2N(C3=CC=CC=C3C2CC(=O)O)C1 ((7-{5-[1-(4-Fluoro-phenyl)-1-hydroxy-ethyl]-[1,2,3]triazol-1-yl}-6,7,8,9-tetrahydropyrido[1,2-α]indol-10-yl)-acetic acid). Reaction SMILES: [N:1]([CH:4]1[CH2:23][N:8]2[C:9]3[C:14]([C:15]([CH2:16][C:17]([O:19]CCC)=[O:18])=[C:7]2[CH2:6][CH2:5]1)=[CH:13][CH:12]=[CH:11][CH:10]=3)=[N+:2]=[N-:3].[F:24][C:25]1[CH:30]=[CH:29][C:28]([C:31]([OH:35])([C:33]#[CH:34])[CH3:32])=[CH:27][CH:26]=1.[OH-].[Na+]>>[F:24][C:25]1[CH:26]=[CH:27][C:28]([C:31]([C:33]2[N:1]([CH:4]3[CH2:23][N:8]4[C:9]5[C:14]([C:15]([CH2:16][C:17]([OH:19])=[O:18])=[C:7]4[CH2:6][CH2:5]3)=[CH:13][CH:12]=[CH:11][CH:10]=5)[N:2]=[N:3][CH:34]=2)([OH:35])[CH3:32])=[CH:29][CH:30]=1 |f:2.3|. Procedure: The title compound was prepared using analogous procedures described in EXAMPLE 3 from propyl (7-azido-6,7,8,9-tetrahydropyrido[1,2-α]indol-10-yl)acetate and 2-(4-fluorophenyl)but-3-yn-2-ol. Separation of the resulting diastereoisomers was performed at the ester stage by flash chromatography using a gradient of 10-70% EA/Hex afforded two enantiomeric mixtures. The faster eluting enantiomeric mixture was resolved on chiral HPLC using a 50×400 mm Chiralcel OD column eluting with 8% iPrOH, 8% EtOH,... Reactants: CC(=O)N(Cc1cc(C(F)(F)F)cc(C(F)(F)F)c1)C1CCCN(C(=O)OC(C)C)c2ccccc21, COC(=O)c1cccc(OC(F)(F)F)c1N. Yields the product CC(=O)N(Cc1cc(C(F)(F)F)cc(C(F)(F)F)c1)C1CCCN(C(=O)OC(C)C)c2c(OC(F)(F)F)cccc21. As a reaction SMILES: [CH:17]([CH3:18])([CH3:19])[O:20][C:21](=[O:22])[N:23]1[c:24]2[c:25]([cH:49][cH:50][cH:51][cH:52]2)[CH:26]([N:30]([CH2:31][c:32]2[cH:33][c:34]([C:42]([F:43])([F:44])[F:45])[cH:35][c:36]([C:38]([F:39])([F:40])[F:41])[cH:37]2)[C:46]([CH3:47])=[O:48])[CH2:27][CH2:28][CH2:29]1.[NH2:1][c:2]1[c:3]([O:12][C:13]([F:14])([F:15])[F:16])[cH:4][cH:5][cH:6][c:7]1[C:8]([O:9][CH3:10])=[O:11]>>[O:12]([C:13]([F:14])([F:15])[F:16])[c:52]1[c:24]2[c:25]([cH:49][cH:50][cH:51]1)[CH:26]([N:30]([CH2:31][c:32]1[cH:33][c:34]([C:42]([F:43])([F:44])[F:45])[cH:35][c:36]([C:38]([F:39])([F:40])[F:41])[cH:37]1)[C:46]([CH3:47])=[O:48])[CH2:27][CH2:28][CH2:29][N:23]2[C:21]([O:20][CH:17]([CH3:18])[CH3:19])=[O:22]. The reactants are ClC1=CC=C(C(=O)C2=C(C(=C(N2C)CC(=O)OCC)C(=O)OCC)CC)C=C1 (ethyl 5-(ρ-chlorobenzoyl)-3-ethoxycarbonyl-4-ethyl-1-methylpyrrole-2-acetate), Cl (hydrochloric acid), [Na] (sodium), [OH-] (hydroxide). The solvent is O (water). The product is C(=O)(O)C1=C(N(C(=C1CC)C(C1=CC=C(C=C1)Cl)=O)C)CC(=O)O (3-carboxy-5-(ρ-chlorobenzoyl)-4-ethyl-1-methylpyrrole-2-acetic acid). RXN SMILES: [Cl:1][C:2]1[CH:28]=[CH:27][C:5]([C:6]([C:8]2[N:12]([CH3:13])[C:11]([CH2:14][C:15]([O:17]CC)=[O:16])=[C:10]([C:20]([O:22]CC)=[O:21])[C:9]=2[CH2:25][CH3:26])=[O:7])=[CH:4][CH:3]=1.[Na].[OH-].Cl>O>[C:20]([C:10]1[C:9]([CH2:25][CH3:26])=[C:8]([C:6](=[O:7])[C:5]2[CH:27]=[CH:28][C:2]([Cl:1])=[CH:3][CH:4]=2)[N:12]([CH3:13])[C:11]=1[CH2:14][C:15]([OH:17])=[O:16])([OH:22])=[O:21] |^1:28|. Procedure details: A suspension of 18.2 g. (0.044 mole) of ethyl 5-(ρ-chlorobenzoyl)-3-ethoxycarbonyl-4-ethyl-1-methylpyrrole-2-acetate in 170 ml. of 25% aquous sodium, hydroxide solution is heated under reflux for 3 hrs. It is cooled, diluted with water and acidified with dilute hydrochloric acid. The precipitated solid is collected by filtration and air dried. It is recrystallized from acetone-water to give 3-carboxy-5-(ρ-chlorobenzoyl)-4-ethyl-1-methylpyrrole-2-acetic acid, M.P. 211°-212.5° C.